From a dataset of the Open Reaction Database (ORD), a public repository of structured organic reaction records. describe an organic reaction: reactants, conditions, products, and yield The reactants are O=C(O)COc1c(-c2nnn[nH]2)sc(-c2cccc(NC3CCN(S(=O)(=O)Cc4ccccc4)CC3)c2)c1Br, CO. The product is COC(=O)COc1c(-c2nnn[nH]2)sc(-c2cccc(NC3CCN(S(=O)(=O)Cc4ccccc4)CC3)c2)c1Br. RXN SMILES: [Br:1][c:2]1[c:3]([O:35][CH2:36][C:37](=[O:38])[OH:39])[c:4](-[c:30]2[n:31][n:32][n:33][nH:34]2)[s:5][c:6]1-[c:7]1[cH:8][c:9]([NH:13][CH:14]2[CH2:15][CH2:16][N:17]([S:20](=[O:21])(=[O:22])[CH2:23][c:24]3[cH:25][cH:26][cH:27][cH:28][cH:29]3)[CH2:18][CH2:19]2)[cH:10][cH:11][cH:12]1.[CH3:40][OH:41]>>[Br:1][c:2]1[c:3]([O:35][CH2:36][C:37]([O:38][CH3:40])=[O:39])[c:4](-[c:30]2[n:31][n:32][n:33][nH:34]2)[s:5][c:6]1-[c:7]1[cH:8][c:9]([NH:13][CH:14]2[CH2:15][CH2:16][N:17]([S:20](=[O:21])(=[O:22])[CH2:23][c:24]3[cH:25][cH:26][cH:27][cH:28][cH:29]3)[CH2:18][CH2:19]2)[cH:10][cH:11][cH:12]1.